From a dataset of the Open Reaction Database (ORD), a public repository of structured organic reaction records. describe an organic reaction: reactants, conditions, products, and yield Reactants: C1(=CC=CC=C1)P(=O)(C1=CC=CC=C1)Cl (diphenylphosphoryl chloride), C(C)(C)(C)OC(=O)NC=1SC=C(N1)C(C(=O)O)=CC(C)C (2-(2-tert-butoxycarbonylaminothiazol-4-yl)-4-methyl-2-pentenoic acid), N[C@H]1[C@@H]2N(C(=C(CS2)COC(NC)=O)C(=O)OC(C2=CC=CC=C2)C2=CC=CC=C2)C1=O (diphenylmethyl 7β-amino-3-methylcarbamoyloxymethyl-3-cephem-4-carboxylate), CN1CCOCC1 (N-methylmorpholine), C(CC(O)(C(=O)O)CC(=O)O)(=O)O (citric acid). The solvent is ClCCl (dichloromethane). Reaction conditions: time 2 hour. The product is C(C)(C)(C)OC(=O)NC=1SC=C(N1)C(C(=O)N[C@H]1[C@@H]2N(C(=C(CS2)COC(NC)=O)C(=O)OC(C2=CC=CC=C2)C2=CC=CC=C2)C1=O)=CC(C)C (diphenylmethyl 7β-[2-(2-tert-butoxycarbonylaminothiazol-4-yl)-4-methyl-2-pentenoylamino]-3-methylcarbamoyloxymethyl-3-cephem-4-carboxylate). Yield: 60.8%. Reaction SMILES: [C:1]([O:5][C:6]([NH:8][C:9]1[S:10][CH:11]=[C:12]([C:14](=[CH:18][CH:19]([CH3:21])[CH3:20])[C:15]([OH:17])=O)[N:13]=1)=[O:7])([CH3:4])([CH3:3])[CH3:2].[NH2:22][C@@H:23]1[C:52](=[O:53])[N:25]2[C:26]([C:36]([O:38][CH:39]([C:46]3[CH:51]=[CH:50][CH:49]=[CH:48][CH:47]=3)[C:40]3[CH:45]=[CH:44][CH:43]=[CH:42][CH:41]=3)=[O:37])=[C:27]([CH2:30][O:31][C:32](=[O:35])[NH:33][CH3:34])[CH2:28][S:29][C@H:24]12.CN1CCOCC1.C1(P(Cl)(C2C=CC=CC=2)=O)C=CC=CC=1.C(O)(=O)CC(CC(O)=O)(C(O)=O)O>ClCCl>[C:1]([O:5][C:6]([NH:8][C:9]1[S:10][CH:11]=[C:12]([C:14](=[CH:18][CH:19]([CH3:21])[CH3:20])[C:15]([NH:22][C@@H:23]2[C:52](=[O:53])[N:25]3[C:26]([C:36]([O:38][CH:39]([C:46]4[CH:51]=[CH:50][CH:49]=[CH:48][CH:47]=4)[C:40]4[CH:41]=[CH:42][CH:43]=[CH:44][CH:45]=4)=[O:37])=[C:27]([CH2:30][O:31][C:32](=[O:35])[NH:33][CH3:34])[CH2:28][S:29][C@H:24]23)=[O:17])[N:13]=1)=[O:7])([CH3:2])([CH3:3])[CH3:4]. Reported procedure: To a mixture of 2-(2-tert-butoxycarbonylaminothiazol-4-yl)-4-methyl-2-pentenoic acid (1.56 g), diphenylmethyl 7β-amino-3-methylcarbamoyloxymethyl-3-cephem-4-carboxylate (2.27 g), and N-methylmorpholine (2.0 ml) in dichloromethane (50 ml) is added diphenylphosphoryl chloride (1.27 g) at -30° C. After 2 hours, the reaction mixture is neutralized with 10% citric acid, washed, dried, and purified by chromatography give diphenylmethyl 7β-[2-(2-tert-butoxycarbonylaminothiazol-4-yl)-4-methyl-2-pentenoy... As a reaction SMILES: [CH3:32][CH:33]([CH2:34][CH2:35][O:36][N:37]=[O:38])[CH3:39].[CH3:41][C:42]#[N:43].[Cl-:31].[NH2:1][c:2]1[c:3]([O:4][c:5]2[c:6]([O:11][CH3:12])[n:7][cH:8][cH:9][cH:10]2)[cH:13][c:14](-[n:18]2[c:19](=[O:30])[n:20]([CH3:29])[c:21]([C:25]([F:26])([F:27])[F:28])[cH:22][c:23]2=[O:24])[c:15]([F:17])[cH:16]1.[NH3:40]>>[c:2]1([Cl:31])[c:3]([O:4][c:5]2[c:6]([O:11][CH3:12])[n:7][cH:8][cH:9][cH:10]2)[cH:13][c:14](-[n:18]2[c:19](=[O:30])[n:20]([CH3:29])[c:21]([C:25]([F:26])([F:27])[F:28])[cH:22][c:23]2=[O:24])[c:15]([F:17])[cH:16]1. Starting materials: CC(C)CCON=O, CC#N, [Cl-], COc1ncccc1Oc1cc(-n2c(=O)cc(C(F)(F)F)n(C)c2=O)c(F)cc1N, N. Yields the product COc1ncccc1Oc1cc(-n2c(=O)cc(C(F)(F)F)n(C)c2=O)c(F)cc1Cl.